This data is from the Open Reaction Database (ORD), a public repository of structured organic reaction records. The task is: describe an organic reaction: reactants, conditions, products, and yield The reactants are C(C=C)SC1=C(C(=O)O)C=CC(=N1)C (2-(allylthio)-6-methylnicotinic acid), C(C=C)OC1=C(C=C(C=C1)C[C@@H](C(=O)NC1(CC1)C#N)NC(C1=C(N=C(C=C1)C)SCC=C)=O)Cl ((S)—N-(3-(4-(allyloxy)-3-chlorophenyl)-1-(1-cyanocyclopropylamino)-1-oxopropan-2-yl)-2-(allylthio)-6-methylnicotinamide). The reagents and catalysts are Cl[Ru]([P](C1CCCCC1)(C2CCCCC2)C3CCCCC3)(=CC4=CC=CC=C4)(Cl)=C5N(C6=C(C)C=C(C)C=C6C)CCN5C7=C(C)C=C(C)C=C7C (Grubbs II), CC([O-])C.[Ti+4].CC([O-])C.CC([O-])C.CC([O-])C (titanium (IV) isopropoxide). Conditions: temperature 50 celsius, time 3 day. The product is C(#N)C1(CC1)NC(=O)[C@@H]1CC=2C=C(C(OC/C=C/CSC3=NC(=CC=C3C(N1)=O)C)=CC2)Cl ((E)-(S)-19-Chloro-9-methyl-5-oxo-17-oxa-12-thia-4,10-diaza-tricyclo[16.2.2.0*6,11*]docosa-1(21),6,8,10,14,18(22),19-heptaene-3-carboxylic acid (1-cyano-cyclopropyl)-amide). RXN SMILES: C(SC1N=C(C)C=CC=1C(O)=O)C=C.[CH2:15]([O:18][C:19]1[CH:24]=[CH:23][C:22]([CH2:25][C@H:26]([NH:35][C:36](=[O:48])[C:37]2[CH:42]=[CH:41][C:40]([CH3:43])=[N:39][C:38]=2[S:44][CH2:45][CH:46]=[CH2:47])[C:27]([NH:29][C:30]2([C:33]#[N:34])[CH2:32][CH2:31]2)=[O:28])=[CH:21][C:20]=1[Cl:49])C=C>CC(C)[O-].[Ti+4].CC(C)[O-].CC(C)[O-].CC(C)[O-].Cl[Ru](=C1N(C2C(C)=CC(C)=CC=2C)CCN1C1C(C)=CC(C)=CC=1C)(Cl)(=CC1C=CC=CC=1)[P](C1CCCCC1)(C1CCCCC1)C1CCCCC1>[C:33]([C:30]1([NH:29][C:27]([C@H:26]2[NH:35][C:36](=[O:48])[C:37]3[C:38](=[N:39][C:40]([CH3:43])=[CH:41][CH:42]=3)[S:44][CH2:45][CH:46]=[CH:47][CH2:15][O:18][C:19]3=[CH:24][CH:23]=[C:22]([CH:21]=[C:20]3[Cl:49])[CH2:25]2)=[O:28])[CH2:31][CH2:32]1)#[N:34] |f:2.3.4.5.6,^1:99|. Procedure details: The title compound was prepared in analogy to example 8 starting from 2-(allylthio)-6-methylnicotinic acid with the exception of the macroccyclisation: in a 10 mL round-bottomed flask, (S)—N-(3-(4-(allyloxy)-3-chlorophenyl)-1-(1-cyanocyclopropylamino)-1-oxopropan-2-yl)-2-(allylthio)-6-methylnicotinamide (50 mg, 97.8 μmol, Eq: 1.00) was combined with dry degassed DCM (50 mL) under argon atmosphere and titanium (IV) isopropoxide (16.7 mg, 17.2 μL, 58.7 μmol, Eq: 0.60) was added. This solution was ... Reactants: CCO, CNc1nccc(-c2c(-c3cccc(NS(C)(=O)=O)c3F)nc(C3CC3)n2COCC[Si](C)(C)C)n1, Cl. Product: CNc1nccc(-c2[nH]c(C3CC3)nc2-c2cccc(NS(C)(=O)=O)c2F)n1. As a reaction SMILES: [CH3:38][CH2:39][OH:40].[CH:1]1([c:4]2[n:5]([CH2:29][O:30][CH2:31][CH2:32][Si:33]([CH3:34])([CH3:35])[CH3:36])[c:6](-[c:21]3[n:22][c:23]([NH:27][CH3:28])[n:24][cH:25][cH:26]3)[c:7](-[c:9]3[c:10]([F:20])[c:11]([NH:15][S:16](=[O:17])(=[O:18])[CH3:19])[cH:12][cH:13][cH:14]3)[n:8]2)[CH2:2][CH2:3]1.[ClH:37]>>[CH:1]1([c:4]2[nH:5][c:6](-[c:21]3[n:22][c:23]([NH:27][CH3:28])[n:24][cH:25][cH:26]3)[c:7](-[c:9]3[c:10]([F:20])[c:11]([NH:15][S:16](=[O:17])(=[O:18])[CH3:19])[cH:12][cH:13][cH:14]3)[n:8]2)[CH2:2][CH2:3]1. Reactants: O=Cc1ccc(OCCCC(=O)O)c(Cl)c1Cl, O=Cc1ccc(OC2(C(=O)O)CCC2)c(Cl)c1Cl, CCC[N+](=O)[O-], CCCC[N+](=O)[O-]. Yields the product CCCC(=Cc1ccc(OC2(C(=O)O)CCC2)c(Cl)c1Cl)[N+](=O)[O-]. RXN SMILES: [Cl:1][c:2]1[c:3]([Cl:4])[c:5]([CH:6]=[O:7])[cH:8][cH:9][c:10]1[O:11][CH2:12][CH2:13][CH2:14][C:15]([OH:16])=[O:17].[Cl:24][c:25]1[c:26]([O:27][C:28]2([C:32](=[O:33])[OH:34])[CH2:29][CH2:30][CH2:31]2)[cH:35][cH:36][c:37]([CH:40]=[O:41])[c:38]1[Cl:39].[N+:18]([CH2:19][CH2:20][CH3:21])([O-:22])=[O:23].[N+:42](=[O:43])([O-:44])[CH2:45][CH2:46][CH2:47][CH3:48]>>[Cl:24][c:25]1[c:26]([O:27][C:28]2([C:32](=[O:33])[OH:34])[CH2:29][CH2:30][CH2:31]2)[cH:35][cH:36][c:37]([CH:40]=[C:45]([N+:42](=[O:43])[O-:44])[CH2:46][CH2:47][CH3:48])[c:38]1[Cl:39]. Reactants: BrC=1N=NC(=CC1)C1=CC(=C(C=C1)OCC(C)C)OC (3-bromo-6[4-(2-methylpropoxy)-3-methoxyphenyl]pyridazine), N#CN.[Na] (sodium cyanamide), C1COCCOCCOCCOCCOCCO1 (18-crown-6). The solvent is CC(C)CC(C)=O (2-methyl-4-pentanone). The product is C(#N)NC=1N=NC(=CC1)C1=CC(=C(C=C1)OCC(C)C)OC (3-Cyanamino-6-[4-(2-methylpropoxy)-3-methoxyphenyl]pyridazine). RXN SMILES: Br[C:2]1[N:3]=[N:4][C:5]([C:8]2[CH:13]=[CH:12][C:11]([O:14][CH2:15][CH:16]([CH3:18])[CH3:17])=[C:10]([O:19][CH3:20])[CH:9]=2)=[CH:6][CH:7]=1.[N:21]#[C:22][NH2:23].[Na].C1OCCOCCOCCOCCOCCOC1>CC(CC(=O)C)C>[C:22]([NH:23][C:2]1[N:3]=[N:4][C:5]([C:8]2[CH:13]=[CH:12][C:11]([O:14][CH2:15][CH:16]([CH3:18])[CH3:17])=[C:10]([O:19][CH3:20])[CH:9]=2)=[CH:6][CH:7]=1)#[N:21] |f:1.2,^1:23|. Procedure details: 3 g 3-bromo-6[4-(2-methylpropoxy)-3-methoxyphenyl]pyridazine, 1.3 g sodium cyanamide and 0.5 g 18-crown-6 are boiled under reflux in 30 ml 2-methyl-4-pentanone for 5 hours. The reaction solution is then evaporated in vacuo and the residue is boiled up briefly with 200 ml 2N sodium hydrogen sulphate solution, while stirring thoroughly, the reaction product precipitating as a fine crystalline precipitate. The precipitate is filtered off with suction and boiled up again with isopropanol, the mixtur... Starting materials: [N+](=O)([O-])C1=C2C(C=CC(C2=CC=C1)=O)=O (5-nitro-1,4-naphthoquinone), 6-nitro, C=CC=C (1,3-butadiene). The reagents and catalysts are [Pd] (palladium on carbon). Run in COCCO (methyl cellosolve). Product: NC1=CC=CC=2C(C3=CC=CC=C3C(C12)=O)=O (1-aminoanthraquinone). As a reaction SMILES: [N+:1]([C:4]1[CH:13]=[CH:12][CH:11]=[C:10]2[C:5]=1[C:6](=[O:15])[CH:7]=[CH:8][C:9]2=[O:14])([O-])=O.[CH2:16]=[CH:17][CH:18]=[CH2:19]>[Pd].COCCO>[NH2:1][C:4]1[C:5]2[C:6](=[O:15])[C:7]3[C:8](=[CH:16][CH:17]=[CH:18][CH:19]=3)[C:9](=[O:14])[C:10]=2[CH:11]=[CH:12][CH:13]=1. Procedure: 122 Grams of 5-nitro-1,4-naphthoquinone which contained 10% of the 6-nitro compound, 2800 grams of methyl cellosolve and 48 grams of 1,3-butadiene were charged into an autoclave and reacted at 90° C. for 2 hours. The reaction solution was allowed to stand for cooling and 1.2 grams of a 5% palladium on carbon catalyst was added thereto. Thereafter, the procedure of Example 4 was repeated to obtain 104 grams of 1-aminoanthraquinone containing therein 7% of 2-aminoanthraquinone. Reaction SMILES: [O:1]([C:8]([CH2:10][CH:11]([NH:13][C:14]([NH2:16])=[O:15])[CH3:12])=O)C1C=CC=CC=1.[CH2:17]([OH:24])[C:18]1[CH:23]=[CH:22][CH:21]=[CH:20][CH:19]=1.C([O-])(=O)CCCCCCCCCCC.C([O-])(=O)CCCCCCCCCCC.C([Sn+2]CCCC)CCC.CN(C1C=CC=CN=1)C>>[CH2:17]([O:24][C:8]([CH2:10][CH:11]([NH:13][C:14]([NH2:16])=[O:15])[CH3:12])=[O:1])[C:18]1[CH:23]=[CH:22][CH:21]=[CH:20][CH:19]=1 |f:2.3.4|. The reactants are O(C1=CC=CC=C1)C(=O)CC(C)NC(=O)N (phenoxycarbonylpropyleneurea), C(C1=CC=CC=C1)O (benzyl alcohol), C(CCCCCCCCCCC)(=O)[O-].C(CCCCCCCCCCC)(=O)[O-].C(CCC)[Sn+2]CCCC (dibutyltin dilaurate), CN(C)C1=NC=CC=C1 (dimethylaminopyridine). Run at temperature 100 celsius. Yields the product C(C1=CC=CC=C1)OC(=O)CC(C)NC(=O)N (Benzyloxycarbonylpropyleneurea). Procedure details: A mixture of phenoxycarbonylpropyleneurea of 1.0 g (4.5 mmol), benzyl alcohol of 2.4 g (22.2 mmol), dibutyltin dilaurate of 20 mg (0.6 wt %) and dimethylaminopyridine of 20 mg (0.6 wt %) was heated for 3 hours at 100° C. with stirring. After confirming the completion of the reaction by the thin layer chromatograpy, the reaction product was concentrated and the resulting crude substance was separated by the chromatography to obtain the aimed substance of 600 mg (56.4%). Reactants: C(C1=CC=CC=C1)(=O)O (benzoic acid), C1CC2=CC=CC=C2C(=O)C3=CC=CC=C31 (dibenzosuberone), S(=O)(Cl)Cl (thionyl chloride), [Al+3].[Cl-].[Cl-].[Cl-] (AlCl3), [Br-] (bromide), C1CC(=O)N(C1=O)Br (NBS), CC(C)(C#N)N=NC(C)(C)C#N (AIBN), C(C1=CC=CC=C1)(=O)OOC(C1=CC=CC=C1)=O (benzoylperoxide), acid chloride. Solvent: polyphosphoric acid, C(Cl)Cl (CH2Cl2), C(C)N(CC)CC (triethylamine), C(Cl)(Cl)(Cl)Cl (CCl4). The product is C1=CC=C2C(=C1)C=CC3=CC=CC=C3C2=O (dibenzosuberenone). RXN SMILES: [CH2:1]1[C:16]2[C:11](=[CH:12][CH:13]=[CH:14][CH:15]=2)[C:9](=[O:10])[C:8]2[C:3](=[CH:4][CH:5]=[CH:6][CH:7]=2)[CH2:2]1.C(O)(=O)C1C=CC=CC=1.S(Cl)(Cl)=O.[Al+3].[Cl-].[Cl-].[Cl-].C1C(=O)N(Br)C(=O)C1.CC(N=NC(C#N)(C)C)(C#N)C.C(OOC(=O)C1C=CC=CC=1)(=O)C1C=CC=CC=1.[Br-]>C(Cl)Cl.C(N(CC)CC)C.C(Cl)(Cl)(Cl)Cl>[CH:5]1[CH:4]=[C:3]2[CH:2]=[CH:1][C:16]3[C:11]([C:9](=[O:10])[C:8]2=[CH:7][CH:6]=1)=[CH:12][CH:13]=[CH:14][CH:15]=3 |f:3.4.5.6|. Procedure details: The general procedure for the synthesis of 4"-aryl-substituted 8,9-dicarboxydibenzo[2,3:5,6]bicyclo[5.2.0]nonan-4-ones is illustrated in scheme I. Bromination of o-phenethylbenzoic acid in sulfur dioxide in the presence of TFA provides the desired product 2-(p-bromophenethyl)-benzoic acid (Ib). Cyclization to the desired dibenzosuberone Ic can be accomplished by heating benzoic acid derivative Ib in neat polyphosphoric acid or, alternatively the acid chloride, prepared using thionyl chloride, ca... Reactants: CC=1C(C=CC(C1)=O)=O (methyl-p-benzoquinone), ClC1(C(=C(C(=C1Cl)Cl)Cl)Cl)Cl (hexachlorocyclopentadiene). Run in C1(=CC=CC=C1)C (toluene). Product: ClC12C(=C(C(C3C(C(=CC(C13)=O)C)=O)(C2(Cl)Cl)Cl)Cl)Cl (1,2,3,4,9,9-hexachloro-1,4,4a,8a-tetrahydro-6-methyl-1,4-methanonaphthalene-5,8-dione). As a reaction SMILES: [CH3:1][C:2]1[C:3](=[O:9])[CH:4]=[CH:5][C:6](=[O:8])[CH:7]=1.[Cl:10][C:11]1([Cl:20])[C:15]([Cl:16])=[C:14]([Cl:17])[C:13]([Cl:18])=[C:12]1[Cl:19]>C1(C)C=CC=CC=1>[Cl:16][C:15]12[C:11]([Cl:10])([Cl:20])[C:12]([Cl:19])([CH:4]3[CH:5]1[C:6](=[O:8])[CH:7]=[C:2]([CH3:1])[C:3]3=[O:9])[C:13]([Cl:18])=[C:14]2[Cl:17]. Reported procedure: To a mixture of methyl-p-benzoquinone (60 g.), and hexachlorocyclopentadiene (140 g.), was added 20 ml. of toluene. This reaction mixture was then heated at 130°-140° C. for 3 hours. Upon cooling to room temperature the mixture solidified. This solid was washed with Skelly "B" solvent several times on a Buchner funnel and recrystallized from a Skelly "B"-benzene mixed solvent (20/80). Pale yellow crystals were obtained, m.p. 163°-165° C. The reactants are COC1C(CCC2=CC=CC=C12)=O (methoxy-2-tetralone), C1(=C(C=CC=C1)N1CCNCC1)C (N-(o-tolyl)-piperazine), C1(=CC=C(C=C1)S(=O)(=O)O)C (p-toluenesulphonic acid). Solvent: C1(=CC=CC=C1)C (toluene). The product is COC=1C=C2CCC(CC2=CC1)N1CCN(CC1)C1=C(C=CC=C1)C (1,2,3,4-Tetrahydro-6-methoxy-2-[4-(2-methylphenyl)-1-piperazinyl]-naphthalene). Reaction SMILES: CO[CH:3]1[C:12]2[C:7](=[CH:8][CH:9]=[CH:10][CH:11]=2)[CH2:6][CH2:5][C:4]1=[O:13].[C:14]1([CH3:26])[CH:19]=[CH:18][CH:17]=[CH:16][C:15]=1[N:20]1[CH2:25][CH2:24][NH:23][CH2:22][CH2:21]1.[C:27]1(C)C=CC(S(O)(=O)=O)=CC=1>C1(C)C=CC=CC=1>[CH3:27][O:13][C:4]1[CH:3]=[C:12]2[C:7](=[CH:6][CH:5]=1)[CH2:8][CH:9]([N:23]1[CH2:22][CH2:21][N:20]([C:15]3[CH:16]=[CH:17][CH:18]=[CH:19][C:14]=3[CH3:26])[CH2:25][CH2:24]1)[CH2:10][CH2:11]2. Procedure details: 6 g of methoxy-2-tetralone together with 6 g of N-(o-tolyl)-piperazine are dissolved in 100 ml of toluene whilst warming, 300 mg of p-toluenesulphonic acid are added and the solution refluxed for 24 hours, whereby the water is separated using a Dean-Stark separator. The reaction mixture is then evaporated to dryness, 200 ml of dimethyl formamide and 300 mg of a 10% palladium on charcoal catalyst are added to the obtained 3,4-dihydro-6-methoxy-2-[4-(2-methylphenyl)-1-piperazinyl]-naphthalene, whi...